From a dataset of the Open Reaction Database (ORD), a public repository of structured organic reaction records. describe an organic reaction: reactants, conditions, products, and yield Starting materials: BrC1=C(C=C(C=C1)Cl)C (2-bromo-5-chlorotoluene), solution, C[Si]([N-][Si](C)(C)C)(C)C.[Li+] (lithium hexamethyldisilazide), FC([C@@H](CC(=O)OCC)C)(F)F (ethyl (3R)-4,4,4-trifluoro-3-methylbutanoate), C1(CCCCC1)P(C1=C(C=CC=C1)C1=C(C=CC=C1)N(C)C)C1CCCCC1 (2-dicyclohexylphosphino-2′-(N,N-dimethylamino)biphenyl). The reagents and catalysts are C(C)(=O)[O-].[Pd+2].C(C)(=O)[O-] (palladium(II) acetate). Solvent: C1(=CC=CC=C1)C (toluene), C1(=CC=CC=C1)C (toluene), C1(=CC=CC=C1)C (toluene). Reaction conditions: time 10 minute. The product is ClC1=CC(=C(C=C1)C(C(=O)OCC)[C@H](C(F)(F)F)C)C (Ethyl (3R)-2-(4-chloro-2-methylphenyl)-4,4,4-trifluoro-3-methylbutanoate). Reaction SMILES: C[Si](C)(C)[N-][Si](C)(C)C.[Li+].[F:11][C:12]([F:22])([F:21])[C@H:13]([CH3:20])[CH2:14][C:15]([O:17][CH2:18][CH3:19])=[O:16].Br[C:24]1[CH:29]=[CH:28][C:27]([Cl:30])=[CH:26][C:25]=1[CH3:31].C1(P(C2CCCCC2)C2C=CC=CC=2C2C=CC=CC=2N(C)C)CCCCC1>C1(C)C=CC=CC=1.C([O-])(=O)C.[Pd+2].C([O-])(=O)C>[Cl:30][C:27]1[CH:28]=[CH:29][C:24]([CH:14]([C@@H:13]([CH3:20])[C:12]([F:21])([F:22])[F:11])[C:15]([O:17][CH2:18][CH3:19])=[O:16])=[C:25]([CH3:31])[CH:26]=1 |f:0.1,6.7.8|. Reported procedure: 22.5 ml (22.5 mmol) of a 1 M solution of lithium hexamethyldisilazide in toluene were cooled to −20° C., and a solution of 2.76 g (50.3 mmol) of ethyl (3R)-4,4,4-trifluoro-3-methylbutanoate in 15 ml of abs. toluene was added dropwise. The mixture was stirred for 10 min. At −20° C., a solution, prepared beforehand, of 4.0 g (19.5 mmol) of 2-bromo-5-chlorotoluene, 101 mg (0.45 mmol) of palladium(II) acetate and 371 mg (0.94 mmol) of 2-dicyclohexylphosphino-2′-(N,N-dimethylamino)biphenyl in 15 ml o... Starting materials: NC1=NC=CC(=C1)C1=C(OC2=CC(=C(C=C2Cl)S(=O)(=O)N(C2=NC=C(C=N2)F)COCC)F)C=CC(=C1)Cl (4-[2-(2-aminopyridin-4-yl)-4-chlorophenoxy]-5-chloro-N-(ethoxymethyl)-2-fluoro-N-(5-fluoropyrimidin-2-yl)benzenesulfonamide), solution, Cl (hydrogen chloride), O (water). Run in CO (methanol). Reaction conditions: temperature 60 celsius. Yields the product Cl.Cl.NC1=NC=CC(=C1)C1=C(OC2=CC(=C(C=C2Cl)S(=O)(=O)NC2=NC=C(C=N2)F)F)C=CC(=C1)Cl (4-[2-(2-Aminopyridin-4-yl)-4-chlorophenoxy]-5-chloro-2-fluoro-N-(5-fluoropyrimidin-2-yl)benzenesulfonamide dihydrochloride). Reaction SMILES: [NH2:1][C:2]1[CH:7]=[C:6]([C:8]2[CH:37]=[C:36]([Cl:38])[CH:35]=[CH:34][C:9]=2[O:10][C:11]2[C:16]([Cl:17])=[CH:15][C:14]([S:18]([N:21](COCC)[C:22]3[N:27]=[CH:26][C:25]([F:28])=[CH:24][N:23]=3)(=[O:20])=[O:19])=[C:13]([F:33])[CH:12]=2)[CH:5]=[CH:4][N:3]=1.[ClH:39].O>CO>[ClH:17].[ClH:39].[NH2:1][C:2]1[CH:7]=[C:6]([C:8]2[CH:37]=[C:36]([Cl:38])[CH:35]=[CH:34][C:9]=2[O:10][C:11]2[C:16]([Cl:17])=[CH:15][C:14]([S:18]([NH:21][C:22]3[N:23]=[CH:24][C:25]([F:28])=[CH:26][N:27]=3)(=[O:20])=[O:19])=[C:13]([F:33])[CH:12]=2)[CH:5]=[CH:4][N:3]=1 |f:4.5.6|. Reported procedure: To a solution of 4-[2-(2-aminopyridin-4-yl)-4-chlorophenoxy]-5-chloro-N-(ethoxymethyl)-2-fluoro-N-(5-fluoropyrimidin-2-yl)benzenesulfonamide (Preparation 15, 67 mg, 0.12 mmol) in methanol (1 mL) was added a 2.0 M solution of hydrogen chloride in water (1 mL, 2.00 mmol). The reaction mixture was heated at 60° C. for 6 hours then concentrated in vacuo. The residue was freeze dried from acetonitrile-water to afford the title compound as a white solid (69 mg). Starting materials: O=C([O-])[O-], C#CCBr, CN(C)C=O, [Cl-], [K+], [K+], [NH4+], O=C(O)CCCCCc1ccccc1. Yields the product C#CCOC(=O)CCCCCc1ccccc1. Reaction SMILES: [C:19](=[O:20])([O-:21])[O-:22].[CH2:1]([C:2]#[CH:3])[Br:4].[CH3:27][N:28]([CH3:29])[CH:30]=[O:31].[Cl-:25].[K+:23].[K+:24].[NH4+:26].[c:5]1([CH2:11][CH2:12][CH2:13][CH2:14][CH2:15][C:16](=[O:17])[OH:18])[cH:6][cH:7][cH:8][cH:9][cH:10]1>>[CH:1]#[C:2][CH2:3][O:18][C:16]([CH2:15][CH2:14][CH2:13][CH2:12][CH2:11][c:5]1[cH:6][cH:7][cH:8][cH:9][cH:10]1)=[O:17].